Dataset: the Open Reaction Database (ORD), a public repository of structured organic reaction records. Task: describe an organic reaction: reactants, conditions, products, and yield The yield is 82.7%. Reaction conditions: time 24 hour. Reaction SMILES: [CH3:1][O:2][C:3](=[O:14])[C@@H:4]1[CH2:8][C@@H:7]([OH:9])[CH2:6][N:5]1[C:10]([O:12][CH3:13])=[O:11].[CH3:15][O:16][C:17](=[O:28])[C@H:18]1[CH2:22][C@@H:21]([OH:23])[CH2:20][N:19]1[C:24]([O:26][CH3:27])=[O:25]>P([O-])([O-])([O-])=O.[K+].[K+].[K+]>[CH3:1][O:2][C:3](=[O:14])[C@@H:4]1[CH2:8][C@H:7]([OH:9])[CH2:6][N:5]1[C:10]([O:12][CH3:13])=[O:11].[CH3:15][O:16][C:17](=[O:28])[C@H:18]1[CH2:22][C@H:21]([OH:23])[CH2:20][N:19]1[C:24]([O:26][CH3:27])=[O:25] |f:2.3.4.5|. Reactants: aqueous solution, COC([C@H]1N(C[C@@H](C1)O)C(=O)OC)=O (N-(methoxycarbonyl)-trans-4-hydroxy-L-proline methyl ester), COC([C@@H]1N(C[C@@H](C1)O)C(=O)OC)=O (N-(methoxycarbonyl)-cis-4-hydroxy-D-proline methyl ester). Solvent: P(=O)([O-])([O-])[O-].[K+].[K+].[K+] (potassium phosphate). Yields the product COC([C@H]1N(C[C@H](C1)O)C(=O)OC)=O (N-(methoxycarbonyl)-cis-4-hydroxy-L-proline methyl ester), COC([C@@H]1N(C[C@H](C1)O)C(=O)OC)=O (N-(methoxycarbonyl)-trans-4-hydroxy-D-proline methyl ester). Procedure details: A 5.0 mL aqueous solution containing 51 mM N-(methoxycarbonyl)-trans-4-hydroxy-L-proline methyl ester and 51 mM N-(methoxycarbonyl)-cis-4-hydroxy-D-proline methyl ester in 0.100M potassium phosphate (pH 7.0) was mixed with 50 mg/mL of Candida antartica lipase fraction B at 25° C. The reaction was analyzed by removal of a 0.200 mL sample and mixing with an equivalent volume of 0.100M propionic acid (HPLC internal standard) in water. The resulting solution was filtered through a 10K molecular weig... The reactants are O=C([O-])[O-], CI, CCC(C)=O, COc1ccc(C)n2nc(CCc3c[nH]c(-c4ccccc4)n3)nc12, [Cs+], [Cs+]. Product: COc1ccc(C)n2nc(CCc3cn(C)c(-c4ccccc4)n3)nc12. Reaction SMILES: [C:28](=[O:29])([O-:30])[O-:31].[CH3:1][I:2].[CH3:34][C:35](=[O:36])[CH2:37][CH3:38].[CH3:3][O:4][c:5]1[c:6]2[n:7]([c:8]([CH3:11])[cH:9][cH:10]1)[n:12][c:13]([CH2:15][CH2:16][c:17]1[n:18][c:19](-[c:22]3[cH:23][cH:24][cH:25][cH:26][cH:27]3)[nH:20][cH:21]1)[n:14]2.[Cs+:32].[Cs+:33]>>[CH3:3][O:4][c:5]1[c:6]2[n:7]([c:8]([CH3:11])[cH:9][cH:10]1)[n:12][c:13]([CH2:15][CH2:16][c:17]1[n:18][c:19](-[c:22]3[cH:23][cH:24][cH:25][cH:26][cH:27]3)[n:20]([CH3:28])[cH:21]1)[n:14]2. Reactants: CC1(OC2=C(C=C1)C=CC(=C2)[N+](=O)[O-])C (2,2-dimethyl-7-nitrobenzopyran), (Cyc, Ph)-salen manganese, CN1C=NC=C1 (N-methyl imidazole), Cl[O-].[Na+] (sodium hypochlorite), S(=S)(=O)([O-])[O-].[Na+].[Na+] (sodium thiosulfate), O (water). The solvent is C(C)(=O)OCC (ethyl acetate). Run at time 15 minute. Yields the product O1[C@]2(C(OC3=CC(=CC=C3[C@H]21)[N+](=O)[O-])(C)C)O ((3R*,4R*)-3,4-epoxy-2,2-dimethyl-7-nitro-3-chromanol). Yield: 66.0%. RXN SMILES: [CH3:1][C:2]1([CH3:15])[CH:7]=[CH:6][C:5]2[CH:8]=[CH:9][C:10]([N+:12]([O-:14])=[O:13])=[CH:11][C:4]=2[O:3]1.CN1C=CN=C1.Cl[O-].[Na+].S([O-])([O-])(=[O:27])=S.[Na+].[Na+].[OH2:32]>C(OCC)(=O)C>[O:32]1[C@H:6]2[C@:7]1([OH:27])[C:2]([CH3:15])([CH3:1])[O:3][C:4]1[C:5]2=[CH:8][CH:9]=[C:10]([N+:12]([O-:14])=[O:13])[CH:11]=1 |f:2.3,4.5.6|. Reported procedure: To a solution of 2,2-dimethyl-7-nitrobenzopyran (11.1 g, 53.9 mmol) in ethyl acetate (165 mL), (Cyc, Ph)-salen manganese complex (XX) (405 mg, 0.431 mmol) and N-methyl imidazole (858 μL, 10.8 mmol) were added, and sodium hypochlorite aqueous solution (101 g, 162 mmol) was added dropwise at 20° C. thereto over 15 minutes. After stirring the resulting mixture at room temperature for 3 hours, saturated sodium thiosulfate aqueous solution was added thereto under cooling with water. The resulting rea... Starting materials: O=C([O-])OCc1cc([N+](=O)[O-])c(Br)cc1C1CCCCC1, CO, Cl, [K+], [OH-]. Product: O=[N+]([O-])c1cc(O)c(C2CCCCC2)cc1Br. RXN SMILES: [C:1](=[O:2])([O-:3])[O:20][CH2:21][c:4]1[c:5]([CH:14]2[CH2:15][CH2:16][CH2:17][CH2:18][CH2:19]2)[cH:6][c:7]([Br:13])[c:8]([N+:10](=[O:11])[O-:12])[cH:9]1.[CH3:25][OH:26].[ClH:24].[K+:23].[OH-:22]>>[c:4]1([OH:22])[c:5]([CH:14]2[CH2:15][CH2:16][CH2:17][CH2:18][CH2:19]2)[cH:6][c:7]([Br:13])[c:8]([N+:10](=[O:11])[O-:12])[cH:9]1. Starting materials: C1(=CC=CC=C1)N=C=O (Phenylisocyanate), NCCCCN1C(=NC=2C(=NC(=C(C21)C)C)N)CCCC (1-(4-aminobutyl)-2-butyl-6,7-dimethyl-1H-imidazo[4,5-c]pyridin-4-amine), C(C)OCC (diethyl ether). Solvent: ClCCl (dichloromethane). Conditions: time 30 minute. Yields the product NC1=NC(=C(C2=C1N=C(N2CCCCNC(=O)NC2=CC=CC=C2)CCCC)C)C (N-[4-(4-amino-2-butyl-6,7-dimethyl-1H-imidazo[4,5-c]pyridin-1-yl)butyl]-N′-phenylurea). Isolated yield 90.6%. Reaction SMILES: [C:1]1([N:7]=[C:8]=[O:9])[CH:6]=[CH:5][CH:4]=[CH:3][CH:2]=1.[NH2:10][CH2:11][CH2:12][CH2:13][CH2:14][N:15]1[C:23]2[C:22]([CH3:24])=[C:21]([CH3:25])[N:20]=[C:19]([NH2:26])[C:18]=2[N:17]=[C:16]1[CH2:27][CH2:28][CH2:29][CH3:30].C(OCC)C>ClCCl>[NH2:26][C:19]1[C:18]2[N:17]=[C:16]([CH2:27][CH2:28][CH2:29][CH3:30])[N:15]([CH2:14][CH2:13][CH2:12][CH2:11][NH:10][C:8]([NH:7][C:1]3[CH:6]=[CH:5][CH:4]=[CH:3][CH:2]=3)=[O:9])[C:23]=2[C:22]([CH3:24])=[C:21]([CH3:25])[N:20]=1. Reported procedure: Phenylisocyanate (0.056 mL, 0.5 mmol) was added to a chilled solution of of 1-(4-aminobutyl)-2-butyl-6,7-dimethyl-1H-imidazo[4,5-c]pyridin-4-amine (150 mg, 0.5 mmol) in dichloromethane (150 mL). The ice bath was removed. A white precipitate formed after 5 minutes. The reaction mixture was allowed to stir for 30 minutes and then it was concentrated under reduced pressure to provide an off-white crystalline solid. This material was isolated by filtration using a small amount of diethyl ether to tr... Starting materials: CCO, [Cl-], O=C(O)COc1ccc([N+](=O)[O-])cc1, N, O=S(Cl)Cl. Product: NC(=O)COc1ccc([N+](=O)[O-])cc1. Reaction SMILES: [CH3:21][CH2:22][OH:23].[Cl-:19].[N+:1](=[O:2])([O-:3])[c:4]1[cH:5][cH:6][c:7]([O:8][CH2:9][C:10](=[O:11])[OH:12])[cH:13][cH:14]1.[NH3:20].[S:15]([Cl:16])([Cl:17])=[O:18]>>[N+:1](=[O:2])([O-:3])[c:4]1[cH:5][cH:6][c:7]([O:8][CH2:9][C:10](=[O:11])[NH2:20])[cH:13][cH:14]1. Starting materials: ClC1=C(CC(C(=O)OCC)C(=O)OCC)C=CC=C1 (diethyl o-chlorobenzylmalonate), CC(=O)OCC1=C2C=CC=CC2=C(C3=CC=CC=C31)COC(=O)C (acetic), acid. The solvent is Cl (hydrochloric acid), Cl (hydrochloric acid). Reaction conditions: time 5 minute. The product is ClC1=C(C=CC=C1)CCC(=O)O (β-2-chlorophenylpropionic acid). The yield is 92.9%. RXN SMILES: [Cl:1][C:2]1[CH:19]=[CH:18][CH:17]=[CH:16][C:3]=1[CH2:4][CH:5](C(OCC)=O)[C:6]([O:8]CC)=[O:7].CC(OCC1C2C(=CC=CC=2)C(COC(C)=O)=C2C=1C=CC=C2)=O>Cl>[Cl:1][C:2]1[CH:19]=[CH:18][CH:17]=[CH:16][C:3]=1[CH2:4][CH2:5][C:6]([OH:8])=[O:7]. Procedure details: To a 50 liter flask was added diethyl o-chlorobenzylmalonate (6067 g, 21.31 mol), glacial acetic. acid (1090 mL), and concentrated hydrochloric acid (16,000 mL). The reaction was then heated at reflux for 21 hours and 13 minutes. Additional concentrated hydrochloric acid (1840 mL, 5520 mL total) was added at 3.5, 13.5, and 17 hours into the reflux. The reaction was cooled to 0°±2° C. and the resulting solid was collected by suction filtration and washed with water (4 L). The solid was suspended ... The reactants are ClC1=CC=C2C=CC(=NC2=C1)/C=C/C=1C=C(C=CC1)O ((E)-3-(7-chloro-2quinolinylethenyl)phenol), C([O-])([O-])=O.[K+].[K+] (potassium carbonate), C(#N)C=1OC2=C(N1)C=CC(=C2)CBr (2-cyano-6-(bromomethyl)benzoxazole). Solvent: CC(=O)C (acetone), CN(C=O)C (dimethylformamide). Product: C(#N)C=1OC2=C(N1)C=CC(=C2)COC2=CC(=CC=C2)\C=C\C2=NC1=CC(=CC=C1C=C2)Cl ((E)-2-cyano-6-[3-(7-chloro-2-quinolinylethenyl) phenoxymethyl]-benzoxazole). As a reaction SMILES: [Cl:1][C:2]1[CH:11]=[C:10]2[C:5]([CH:6]=[CH:7][C:8](/[CH:12]=[CH:13]/[C:14]3[CH:15]=[C:16]([OH:20])[CH:17]=[CH:18][CH:19]=3)=[N:9]2)=[CH:4][CH:3]=1.C(=O)([O-])[O-].[K+].[K+].[C:27]([C:29]1[O:30][C:31]2[CH:37]=[C:36]([CH2:38]Br)[CH:35]=[CH:34][C:32]=2[N:33]=1)#[N:28]>CC(C)=O.CN(C)C=O>[C:27]([C:29]1[O:30][C:31]2[CH:37]=[C:36]([CH2:38][O:20][C:16]3[CH:17]=[CH:18][CH:19]=[C:14](/[CH:13]=[CH:12]/[C:8]4[CH:7]=[CH:6][C:5]5[C:10](=[CH:11][C:2]([Cl:1])=[CH:3][CH:4]=5)[N:9]=4)[CH:15]=3)[CH:35]=[CH:34][C:32]=2[N:33]=1)#[N:28] |f:1.2.3|. Reported procedure: To a stirred solution of the (E)-3-(7-chloro-2quinolinylethenyl)phenol (1.485 g, 5.28 mmol) in acetone (120 ml) and dimethylformamide (I5 ml) at room temperature are added successively potassium carbonate (1.09 g, 7.0 mmol) and 2-cyano-6-(bromomethyl)benzoxazole (1.25 g, 5.27 mmol). The resulting solution-suspension is refluxed for 16 hours and concentrated. Water (100 ml) and ethyl acetate (150 ml) are added. Extraction with ethyl acetate is followed by washing with water and brine, drying (MgS... The reactants are C, COCC(C)Oc1cc(O[Si](C(C)C)(C(C)C)C(C)C)cc(-c2ccc(C(=O)OCc3ccccc3)[nH]2)c1, CCO, [Pd]. Yields the product COCC(C)Oc1cc(O[Si](C(C)C)(C(C)C)C(C)C)cc(-c2ccc(C(=O)O)[nH]2)c1. RXN SMILES: [C:42].[CH3:1][O:2][CH2:3][CH:4]([O:5][c:6]1[cH:7][c:8](-[c:23]2[cH:24][cH:25][c:26]([C:28](=[O:29])[O:30][CH2:31][c:32]3[cH:33][cH:34][cH:35][cH:36][cH:37]3)[nH:27]2)[cH:9][c:10]([O:12][Si:13]([CH:14]([CH3:15])[CH3:16])([CH:17]([CH3:18])[CH3:19])[CH:20]([CH3:21])[CH3:22])[cH:11]1)[CH3:38].[CH3:39][CH2:40][OH:41].[Pd:43]>>[CH3:1][O:2][CH2:3][CH:4]([O:5][c:6]1[cH:7][c:8](-[c:23]2[cH:24][cH:25][c:26]([C:28](=[O:29])[OH:30])[nH:27]2)[cH:9][c:10]([O:12][Si:13]([CH:14]([CH3:15])[CH3:16])([CH:17]([CH3:18])[CH3:19])[CH:20]([CH3:21])[CH3:22])[cH:11]1)[CH3:38]. The reactants are COC(=O)C1(N)Cc2ccccc2C1, CC(=O)[O-], CC(=O)O, COc1ccc(C(=O)O)cc1C=O, Cl, [Na+]. Yields the product COC(=O)C1(NC(=O)c2ccc(OC)c(C=O)c2)Cc2ccccc2C1. Reaction SMILES: [CH3:15][O:16][C:17](=[O:18])[C:19]1([NH2:28])[CH2:20][c:21]2[cH:22][cH:23][cH:24][cH:25][c:26]2[CH2:27]1.[CH3:30][C:31](=[O:32])[O-:33].[CH3:34][C:35](=[O:36])[OH:37].[CH:1](=[O:2])[c:3]1[cH:4][c:5]([C:6](=[O:7])[OH:8])[cH:9][cH:10][c:11]1[O:12][CH3:13].[ClH:14].[Na+:29]>>[CH:1](=[O:2])[c:3]1[cH:4][c:5]([C:6](=[O:8])[NH:28][C:19]2([C:17]([O:16][CH3:15])=[O:18])[CH2:20][c:21]3[cH:22][cH:23][cH:24][cH:25][c:26]3[CH2:27]2)[cH:9][cH:10][c:11]1[O:12][CH3:13].